Dataset: the Open Reaction Database (ORD), a public repository of structured organic reaction records. Task: describe an organic reaction: reactants, conditions, products, and yield Starting materials: COC(=O)Cc1ccc(Br)cc1C(=O)N(C)C, CC1(C)OB(c2ccc(O)cc2)OC1(C)C. Product: COC(=O)Cc1ccc(-c2ccc(O)cc2)cc1C(=O)N(C)C. As a reaction SMILES: [Br:1][c:2]1[cH:3][c:4]([C:13](=[O:14])[N:15]([CH3:16])[CH3:17])[c:5]([CH2:8][C:9](=[O:10])[O:11][CH3:12])[cH:6][cH:7]1.[CH3:18][C:19]1([CH3:20])[C:21]([CH3:22])([CH3:23])[O:24][B:25]([c:26]2[cH:27][cH:28][c:29]([OH:32])[cH:30][cH:31]2)[O:33]1>>[c:2]1(-[c:26]2[cH:27][cH:28][c:29]([OH:32])[cH:30][cH:31]2)[cH:3][c:4]([C:13](=[O:14])[N:15]([CH3:16])[CH3:17])[c:5]([CH2:8][C:9](=[O:10])[O:11][CH3:12])[cH:6][cH:7]1. Starting materials: O=P(Cl)(Cl)Cl (POCl3), O=C1C2=C(N=C(N1)C=1C=NC=CC1)SC(=C2)C (3,4-dihydro-4-oxo-2-(pyridin-3-yl)-6-methyl-thieno-[2,3-d]-pyrimidine), CN(C1=CC=CC=C1)C (N,N-dimethylaniline). The product is ClC=1C2=C(N=C(N1)C=1C=NC=CC1)SC(=C2)C (4-chloro-2-(pyridin-3-yl)-6-methyl-thieno-[2,3-d]-pyrimidine). Reaction SMILES: O=P(Cl)(Cl)[Cl:3].O=[C:7]1[NH:12][C:11]([C:13]2[CH:14]=[N:15][CH:16]=[CH:17][CH:18]=2)=[N:10][C:9]2[S:19][C:20]([CH3:22])=[CH:21][C:8]1=2.CN(C)C1C=CC=CC=1>>[Cl:3][C:7]1[C:8]2[CH:21]=[C:20]([CH3:22])[S:19][C:9]=2[N:10]=[C:11]([C:13]2[CH:14]=[N:15][CH:16]=[CH:17][CH:18]=2)[N:12]=1. Procedure details: The replacement of the keto group by Cl under the formation of the aromatic pyrimidine ring takes place under standard conditions. A mixture of POCl3 (18 ml) with 3,4-dihydro-4-oxo-2-(pyridin-3-yl)-6-methyl-thieno-[2,3-d]-pyrimidine (6 g) is refluxed for 4 hours under the addition of N,N-dimethylaniline (1,8 m). The usual workup yields 4-chloro-2-(pyridin-3-yl)-6-methyl-thieno-[2,3-d]-pyrimidine (5 g)